Dataset: the Open Reaction Database (ORD), a public repository of structured organic reaction records. Task: describe an organic reaction: reactants, conditions, products, and yield Reactants: C(CCC)(=O)C=1C=NC2=C(N=CC=C2C1OS(=O)(=O)C)OCC (3-Butyryl-8-ethoxy-4-methanesulfonyloxy-1,7-naphthyridine), NC=1C(=CC=CC1)C (o-toluidine). Run in C(C)#N (acetonitrile). Product: C(CCC)(=O)C=1C=NC2=C(N=CC=C2C1NC1=C(C=CC=C1)C)OCC (3-Butyryl-8-ethoxy-4-(2-methylphenylamino)-1,7-naphthyridine). The yield is 86.0%. Reaction SMILES: [C:1]([C:6]1[CH:7]=[N:8][C:9]2[C:14]([C:15]=1OS(C)(=O)=O)=[CH:13][CH:12]=[N:11][C:10]=2[O:21][CH2:22][CH3:23])(=[O:5])[CH2:2][CH2:3][CH3:4].[NH2:24][C:25]1[C:26]([CH3:31])=[CH:27][CH:28]=[CH:29][CH:30]=1>C(#N)C>[C:1]([C:6]1[CH:7]=[N:8][C:9]2[C:14]([C:15]=1[NH:24][C:25]1[CH:30]=[CH:29][CH:28]=[CH:27][C:26]=1[CH3:31])=[CH:13][CH:12]=[N:11][C:10]=2[O:21][CH2:22][CH3:23])(=[O:5])[CH2:2][CH2:3][CH3:4]. Reported procedure: 3-Butyryl-8-ethoxy-4-methanesulfonyloxy-1,7-naphthyridine (338 mg) and o-toluidine (214 mg) were dissolved into 7 ml of acetonitrile, and the solution was heated to reflux for 30 minutes and concentrated to evaporate solvent under reduced pressure. Water was added to the residue, and the mixture was extracted with chloroform, and the organic phase was washed with water and then saturated sodium bicarbonate. After dying, and concentration under reduced pressure, the resulting residue was subjecte... The reactants are C(#N)C1=CC=C(CN2C=NC=C2CCNC(=O)[C@H]2N(CC3=CC=CC=C3C2)C(=O)OC(C)(C)C)C=C1 (2-(t-butyloxycarbonyl)-1,2,3,4-tetrahydro-isoquinoline-3(S)-carboxylic acid {2-[3-(4-cyanobenzyl)-3H-imidazol-4-yl]-ethyl}-amide), C(F)(F)(F)C(=O)O (CF3CO2H). The solvent is C(Cl)Cl (CH2Cl2). Run at temperature 25 celsius, time 0.75 hour. Yields the product FC(C(=O)O)(F)F.C(#N)C1=CC=C(CN2C=NC=C2CCNC(=O)[C@H]2NCC3=CC=CC=C3C2)C=C1 (1,2,3,4-Tetrahydro-isoquinoline-3(S)-carboxylic acid {2-[3-(4-cyanobenzyl)-3H-imidazol-4-yl]-ethyl}-amide trifluoroacetate). As a reaction SMILES: [C:1]([C:3]1[CH:36]=[CH:35][C:6]([CH2:7][N:8]2[C:12]([CH2:13][CH2:14][NH:15][C:16]([C@@H:18]3[CH2:27][C:26]4[C:21](=[CH:22][CH:23]=[CH:24][CH:25]=4)[CH2:20][N:19]3C(OC(C)(C)C)=O)=[O:17])=[CH:11][N:10]=[CH:9]2)=[CH:5][CH:4]=1)#[N:2].[C:37]([C:41]([OH:43])=[O:42])([F:40])([F:39])[F:38]>C(Cl)Cl>[F:38][C:37]([F:40])([F:39])[C:41]([OH:43])=[O:42].[C:1]([C:3]1[CH:4]=[CH:5][C:6]([CH2:7][N:8]2[C:12]([CH2:13][CH2:14][NH:15][C:16]([C@@H:18]3[CH2:27][C:26]4[C:21](=[CH:22][CH:23]=[CH:24][CH:25]=4)[CH2:20][NH:19]3)=[O:17])=[CH:11][N:10]=[CH:9]2)=[CH:35][CH:36]=1)#[N:2] |f:3.4|. Procedure details: To a solution of 2-(t-butyloxycarbonyl)-1,2,3,4-tetrahydro-isoquinoline-3(S)-carboxylic acid {2-[3-(4-cyanobenzyl)-3H-imidazol-4-yl]-ethyl}-amide (1.18 g, 2.4 mmol) in CH2Cl2 (6 mL) was added CF3CO2H (4 mL). The reaction was stirred for 0.75 hr at 25° C. Evaporation in vacuo yielded the title compound. Starting materials: [C-]#N.[K+] (Potassium cyanide), COC=1C=C2C(CN(CC2=CC1)C(=O)OC(C)(C)C)COS(=O)(=O)C (tert-Butyl 6-methoxy-4-{[(methylsulphonyl)oxy]methyl}-3,4-dihydro-2(1H)-isoquinolinecarboxylate), O (water). Run in CS(=O)C (DMSO), CS(=O)C (DMSO). Conditions: temperature 80 celsius. Yields the product C(#N)CC1CN(CC2=CC=C(C=C12)OC)C(=O)OC(C)(C)C (tert-Butyl 4-(cyanomethyl)-6-methoxy-3,4-dihydro-2(1H)-isoquinolinecarboxylate). Reaction SMILES: [C-:1]#[N:2].[K+].[CH3:4][O:5][C:6]1[CH:7]=[C:8]2[C:13](=[CH:14][CH:15]=1)[CH2:12][N:11]([C:16]([O:18][C:19]([CH3:22])([CH3:21])[CH3:20])=[O:17])[CH2:10][CH:9]2[CH2:23]OS(C)(=O)=O.O>CS(C)=O>[C:1]([CH2:23][CH:9]1[C:8]2[C:13](=[CH:14][CH:15]=[C:6]([O:5][CH3:4])[CH:7]=2)[CH2:12][N:11]([C:16]([O:18][C:19]([CH3:21])([CH3:20])[CH3:22])=[O:17])[CH2:10]1)#[N:2] |f:0.1|. Reported procedure: Potassium cyanide (5.52 g; 85 mmol) is suspended in 50 ml of DMSO and the solution is heated to 80° C. The compound obtained in Step H (6.3 g; 17 mmol), dissolved beforehand in 50 ml of DMSO, is progressively added to the preceding solution, and then the reaction mixture is heated again at 80° C. for 30 minutes. The solution is poured into 150 ml of water and extracted three times with dichloromethane. The organic phase is then dried over magnesium sulphate, filtered and evaporated. The dark red... Procedure details: To a suspension of 2.4 g (16 mmol) 4-hydrazino-benzoic acid in 12 mL toluene, 2.0 g of pivaloyl acetonitrile are added at rt. The suspension is heated to and kept under reflux for 12 h. After completion, the resulting reaction mixture is allowed to cool to rt. The precipitated product is isolated by filtration, washed with cold toluene and dried under high vacuum. [M+1]+=260. Solvent: C1(=CC=CC=C1)C (toluene). As a reaction SMILES: [NH:1]([C:3]1[CH:11]=[CH:10][C:6]([C:7]([OH:9])=[O:8])=[CH:5][CH:4]=1)[NH2:2].[C:12]([CH2:18][C:19]#[N:20])(=O)[C:13]([CH3:16])([CH3:15])[CH3:14]>C1(C)C=CC=CC=1>[NH2:20][C:19]1[N:1]([C:3]2[CH:4]=[CH:5][C:6]([C:7]([OH:9])=[O:8])=[CH:10][CH:11]=2)[N:2]=[C:12]([C:13]([CH3:16])([CH3:15])[CH3:14])[CH:18]=1. Yields the product NC1=CC(=NN1C1=CC=C(C(=O)O)C=C1)C(C)(C)C (4-(5-Amino-3-tert-butyl-pyrazol-1-yl)-benzoic acid). Reactants: N(N)C1=CC=C(C(=O)O)C=C1 (4-hydrazino-benzoic acid), C(C(C)(C)C)(=O)CC#N (pivaloyl acetonitrile). Reactants: C1(CCCC1)C=C(C1=CC=C(C=C1)S(=O)(=O)C)C1=CC=2C(=NC=C(C2)S(=O)CC)N1 (2-[2-cyclopentyl-1-(4-methanesulfonyl-phenyl)-vinyl]-5-ethanesulfinyl-1H-pyrrolo[2,3-b]pyridine). The reagents and catalysts are [Pd] (palladium on activated carbon). The solvent is CO (methanol). Run at temperature 50 celsius. Yields the product C1(CCCC1)CC(C1=CC=C(C=C1)S(=O)(=O)C)C1=CC=2C(=NC=C(C2)S(=O)CC)N1 (2-[2-cyclopentyl-1-(4-methanesulfonyl-phenyl)-ethyl]-5-ethanesulfinyl-1H-pyrrolo[2,3-b]pyridine). Isolated yield 99.9%. RXN SMILES: [CH:1]1([CH:6]=[C:7]([C:18]2[NH:30][C:21]3=[N:22][CH:23]=[C:24]([S:26]([CH2:28][CH3:29])=[O:27])[CH:25]=[C:20]3[CH:19]=2)[C:8]2[CH:13]=[CH:12][C:11]([S:14]([CH3:17])(=[O:16])=[O:15])=[CH:10][CH:9]=2)[CH2:5][CH2:4][CH2:3][CH2:2]1>[Pd].CO>[CH:1]1([CH2:6][CH:7]([C:18]2[NH:30][C:21]3=[N:22][CH:23]=[C:24]([S:26]([CH2:28][CH3:29])=[O:27])[CH:25]=[C:20]3[CH:19]=2)[C:8]2[CH:13]=[CH:12][C:11]([S:14]([CH3:17])(=[O:16])=[O:15])=[CH:10][CH:9]=2)[CH2:5][CH2:4][CH2:3][CH2:2]1. Reported procedure: A mixture of 2-[2-cyclopentyl-1-(4-methanesulfonyl-phenyl)-vinyl]-5-ethanesulfinyl-1H-pyrrolo[2,3-b]pyridine (37 mg, 0.084 mmol) and 10% palladium on activated carbon (40 mg) in methanol (50 mL) was heated at 50° C. under hydrogen (45 psi) for 5 h. After cooling to room temperature, the catalyst was removed by filtration and washed with ethyl acetate. The filtrate was concentrated in vacuo to give 2-[2-cyclopentyl-1-(4-methanesulfonyl-phenyl)-ethyl]-5-ethanesulfinyl-1H-pyrrolo[2,3-b]pyridine (37... Starting materials: C(=O)NC(C)(C)C1=CC=C(C(=O)OCC)C=C1 (Ethyl 4-(1-formylamino-1-methyl-ethyl)-benzoate), O (water), Cl (hydrochloric acid). The solvent is O1CCOCC1 (dioxane). Run at temperature 100 celsius. The product is Cl.NC(C)(C)C1=CC=C(C(=O)O)C=C1 (4-(1-Amino-1-methyl-ethyl)-benzoic Acid Hydrochloride). Reaction SMILES: C([NH:3][C:4]([C:7]1[CH:17]=[CH:16][C:10]([C:11]([O:13]CC)=[O:12])=[CH:9][CH:8]=1)([CH3:6])[CH3:5])=O.O.[ClH:19]>O1CCOCC1>[ClH:19].[NH2:3][C:4]([C:7]1[CH:17]=[CH:16][C:10]([C:11]([OH:13])=[O:12])=[CH:9][CH:8]=1)([CH3:6])[CH3:5] |f:4.5|. Reported procedure: Ethyl 4-(1-formylamino-1-methyl-ethyl)-benzoate (2.97 g, 12.6 mmol) is added to a mixture of water (30 mL), dioxane (15 mL) and concentrated hydrochloric acid (3.01 mL, 36.1 mmol) and the mixture is heated to 100° C. for 12 h. The reaction mixture is evaporated and the residue is crystallized from ethanol. The reactants are OCCCBr, CC(C)(C)OC(=O)N1CCN(c2nc(N3CCOCC3)nc(-n3c(C(F)F)nc4c(O)cccc43)n2)CC1, [K+], [K+], O=C([O-])[O-], CN(C)C=O, O. The product is CC(C)(C)OC(=O)N1CCN(c2nc(N3CCOCC3)nc(-n3c(C(F)F)nc4c(OCCCO)cccc43)n2)CC1. Reaction SMILES: [Br:39][CH2:40][CH2:41][CH2:42][OH:43].[F:1][CH:2]([c:3]1[n:4][c:5]2[c:6]([n:7]1-[c:8]1[n:9][c:10]([N:20]3[CH2:21][CH2:22][N:23]([C:26](=[O:27])[O:28][C:29]([CH3:30])([CH3:31])[CH3:32])[CH2:24][CH2:25]3)[n:11][c:12]([N:14]3[CH2:15][CH2:16][O:17][CH2:18][CH2:19]3)[n:13]1)[cH:33][cH:34][cH:35][c:36]2[OH:37])[F:38].[K+:44].[K+:45].[O-:46][C:47]([O-:48])=[O:49].[O:51]=[CH:52][N:53]([CH3:54])[CH3:55].[OH2:50]>>[F:1][CH:2]([c:3]1[n:4][c:5]2[c:6]([n:7]1-[c:8]1[n:9][c:10]([N:20]3[CH2:21][CH2:22][N:23]([C:26](=[O:27])[O:28][C:29]([CH3:30])([CH3:31])[CH3:32])[CH2:24][CH2:25]3)[n:11][c:12]([N:14]3[CH2:15][CH2:16][O:17][CH2:18][CH2:19]3)[n:13]1)[cH:33][cH:34][cH:35][c:36]2[O:37][CH2:40][CH2:41][CH2:42][OH:43])[F:38]. Starting materials: [BH4-], CCOC(=O)Cc1ccc2c(n1)N(C(=O)OC(C)(C)C)CCC2, [Cl-], [Li+], [NH4+], C1CCOC1. Yields the product CC(C)(C)OC(=O)N1CCCc2ccc(CCO)nc21. Reaction SMILES: [BH4-:24].[C:1]([CH3:2])([CH3:3])([CH3:4])[O:5][C:6](=[O:7])[N:8]1[CH2:9][CH2:10][CH2:11][c:12]2[cH:13][cH:14][c:15]([CH2:18][C:19](=[O:20])[O:21][CH2:22][CH3:23])[n:16][c:17]21.[Cl-:26].[Li+:25].[NH4+:27].[O:28]1[CH2:29][CH2:30][CH2:31][CH2:32]1>>[C:1]([CH3:2])([CH3:3])([CH3:4])[O:5][C:6](=[O:7])[N:8]1[CH2:9][CH2:10][CH2:11][c:12]2[cH:13][cH:14][c:15]([CH2:18][CH2:19][OH:20])[n:16][c:17]21. Starting materials: C1CCOC1, CN(C)c1ccccc1, CC(=O)Cl, ClCCl, Cl, Oc1ccc(Nc2ccc3cc(O)ccc3c2)cc1. Yields the product CC(=O)N(c1ccc(O)cc1)c1ccc2cc(O)ccc2c1. RXN SMILES: [CH2:37]1[O:38][CH2:39][CH2:40][CH2:41]1.[CH3:20][N:21]([CH3:22])[c:23]1[cH:24][cH:25][cH:26][cH:27][cH:28]1.[CH3:29][C:30]([Cl:31])=[O:32].[Cl:34][CH2:35][Cl:36].[ClH:33].[OH:1][c:2]1[cH:3][cH:4][c:5]([NH:8][c:9]2[cH:10][c:11]3[cH:12][cH:13][c:14]([OH:19])[cH:15][c:16]3[cH:17][cH:18]2)[cH:6][cH:7]1>>[OH:1][c:2]1[cH:3][cH:4][c:5]([N:8]([c:9]2[cH:10][c:11]3[cH:12][cH:13][c:14]([OH:19])[cH:15][c:16]3[cH:17][cH:18]2)[C:30]([CH3:29])=[O:32])[cH:6][cH:7]1.